This data is from the Open Reaction Database (ORD), a public repository of structured organic reaction records. The task is: describe an organic reaction: reactants, conditions, products, and yield Run in CC(=O)C (acetone). The reactants are hydrogen halide, C(C)(C)(C)C(C(=O)Cl)(C(=O)Cl)C=1SC=CC1 (tert-butyl 2-thienylmalonic acid chloride), C(C)(C)(C)C(C(=O)Cl)(C(=O)Cl)C1=CC=CC=C1 (tert-butyl phenylmalonyl chloride), C([O-])(O)=O.[Na+] (sodium bicarbonate), tert-butyl 7-(α-tert-butyloxycarboxylphenylacetamido)-3-chloro-3-cephem-4-carboxylate, NC1[C@@H]2N(C(=C(CS2)Cl)C(=O)OC(C)(C)C)C1=O (tert-butyl 7-amino-3-chloro-3-cephem-4-carboxylate), 3-halo-3-cephem, C(C)(C)(C)C(C(=O)Cl)(C(=O)Cl)C1=CC=CC=C1 (tert-butyl phenylmalonic acid chloride), C([O-])(O)=O.[Na+] (sodium bicarbonate). Reported procedure: The compounds of the Formula I wherein Q is a carboxylic acid group can be prepared for example, by the acylation of a 3-halo-3-cephem nucleus ester with tert-butyl phenylmalonic acid chloride, or with tert-butyl 2-thienylmalonic acid chloride in the presence of a hydrogen halide acceptor such as sodium bicarbonate. For example, tert-butyl 7-amino-3-chloro-3-cephem-4-carboxylate is reacted with 2 equivalents of tert-butyl phenylmalonyl chloride in acetone at a temperature of about 5° C. and in t... The product is diacid, C(=O)(O)C(C(=O)NC1[C@@H]2N(C(=C(CS2)Cl)C(=O)O)C1=O)C1=CC=CC=C1 (7-(α-carboxyphenylacetamido)-3-chloro-3-cephem-4-carboxylic acid). Reaction SMILES: C([C:5]([C:12]1[CH:17]=[CH:16][CH:15]=[CH:14][CH:13]=1)([C:9](Cl)=[O:10])[C:6](Cl)=[O:7])(C)(C)C.C(C(C1SC=CC=1)(C(Cl)=O)C(Cl)=[O:24])(C)(C)C.C(=O)(O)[O-].[Na+].[NH2:39][CH:40]1[C:55](=[O:56])[N:42]2[C:43]([C:48]([O:50]C(C)(C)C)=[O:49])=[C:44]([Cl:47])[CH2:45][S:46][C@H:41]12>CC(C)=O>[C:9]([CH:5]([C:12]1[CH:13]=[CH:14][CH:15]=[CH:16][CH:17]=1)[C:6]([NH:39][CH:40]1[C:55](=[O:56])[N:42]2[C:43]([C:48]([OH:50])=[O:49])=[C:44]([Cl:47])[CH2:45][S:46][C@H:41]12)=[O:7])([OH:10])=[O:24] |f:2.3|. Starting materials: BrC=1C=CC(=NC1)C(=O)N(C)[C@H]1[C@@H](CNCC1)C1=CC(=C(C=C1)Cl)Cl (5-bromo-N-[(3R,4R)-3-(3,4-dichlorophenyl)piperidin-4-yl]-N-methylpyridine-2-carboxamide), C1(CC1)C(=O)N1CCC(CC1)C(=O)O (1-(cyclopropylcarbonyl)piperidine-4-carboxylic acid). The product is BrC=1C=CC(=NC1)C(=O)N(C)[C@H]1[C@@H](CN(CC1)C(=O)C1CCN(CC1)C(=O)C1CC1)C1=CC(=C(C=C1)Cl)Cl (5-bromo-N-[(3R,4R)-1-{[1-(cyclopropylcarbonyl)piperidin-4-yl]carbonyl}-3-(3,4-dichlorophenyl)piperidin-4-yl]-N-methylpyridine-2-carboxamide). Reaction SMILES: [Br:1][C:2]1[CH:3]=[CH:4][C:5]([C:8]([N:10]([C@@H:12]2[CH2:17][CH2:16][NH:15][CH2:14][C@H:13]2[C:18]2[CH:23]=[CH:22][C:21]([Cl:24])=[C:20]([Cl:25])[CH:19]=2)[CH3:11])=[O:9])=[N:6][CH:7]=1.[CH:26]1([C:29]([N:31]2[CH2:36][CH2:35][CH:34]([C:37](O)=[O:38])[CH2:33][CH2:32]2)=[O:30])[CH2:28][CH2:27]1>>[Br:1][C:2]1[CH:3]=[CH:4][C:5]([C:8]([N:10]([C@@H:12]2[CH2:17][CH2:16][N:15]([C:37]([CH:34]3[CH2:33][CH2:32][N:31]([C:29]([CH:26]4[CH2:28][CH2:27]4)=[O:30])[CH2:36][CH2:35]3)=[O:38])[CH2:14][C@H:13]2[C:18]2[CH:23]=[CH:22][C:21]([Cl:24])=[C:20]([Cl:25])[CH:19]=2)[CH3:11])=[O:9])=[N:6][CH:7]=1. Reported procedure: Using the compound obtained in Example 648, step 1 and 1-(cyclopropylcarbonyl)piperidine-4-carboxylic acid, and by the reaction and purification in the same manner as in Example 97, the title compound was obtained. The reactants are N1CCC2(CC1)CSC1=C(O2)C2=CC=CC=C2C(C1=O)=O (spiro[naphtho[1,2-b][1,4]oxathiine-2,4′-piperidine]-5,6-dione), O1C(C1)CN1CCOCC1 (4-(oxiran-2-ylmethyl)morpholine). Yields the product OC(CN1CCC2(CC1)CSC1=C(O2)C2=CC=CC=C2C(C1=O)=O)CN1CCOCC1 (1′-(2-hydroxy-3-morpholin-4-ylpropyl)spiro[naphtho[1,2-b][1,4]oxathiine-2,4′-piperidine]-5,6-dione). As a reaction SMILES: [NH:1]1[CH2:6][CH2:5][C:4]2([O:11][C:10]3[C:12]4[C:17]([C:18](=[O:21])[C:19](=[O:20])[C:9]=3[S:8][CH2:7]2)=[CH:16][CH:15]=[CH:14][CH:13]=4)[CH2:3][CH2:2]1.[O:22]1[CH2:24][CH:23]1[CH2:25][N:26]1[CH2:31][CH2:30][O:29][CH2:28][CH2:27]1>>[OH:22][CH:23]([CH2:25][N:26]1[CH2:31][CH2:30][O:29][CH2:28][CH2:27]1)[CH2:24][N:1]1[CH2:2][CH2:3][C:4]2([O:11][C:10]3[C:12]4[C:17]([C:18](=[O:21])[C:19](=[O:20])[C:9]=3[S:8][CH2:7]2)=[CH:16][CH:15]=[CH:14][CH:13]=4)[CH2:5][CH2:6]1. Procedure details: Compound 166 was synthesized using spiro[naphtho[1,2-b][1,4]oxathiine-2,4′-piperidine]-5,6-dione, 4-(oxiran-2-ylmethyl)morpholine and conditions outlined in procedure X. M.P.=75-78° C.; 400 MHz 1H NMR (CDCl3) δ: 8.05 (d, 1H), 7.75 (d, 1H), 7.65 (t, 1H), 7.5 (t, 1H), 3.9 (m, 1H), 3.7 (m, 5H), 2.95 (s, 1H), 2.9 (t, 2H), 2.7-2.3 (m, 11H), 2.15 (d, 2H), 1.9 (q, 2H); LCMS: 445 [M+H]. Reactants: NC=1C(N(C(N(C1N)CCC)=O)CCC)=O (5,6-diamino-1,3-dipropyluracil), ClC=1C=C(C=CC(=O)O)C=CC1 (3-chlorocinnamic acid). Product: ClC=1C=C(/C=C/C2=NC=3N(C(N(C(C3N2)=O)CCC)=O)CCC)C=CC1 ((E)-8-(3-Chlorostyryl)-1,3-dipropylxanthine). Yield: 68.0%. Reaction SMILES: [NH2:1][C:2]1[C:3](=[O:16])[N:4]([CH2:13][CH2:14][CH3:15])[C:5](=[O:12])[N:6]([CH2:9][CH2:10][CH3:11])[C:7]=1[NH2:8].[Cl:17][C:18]1[CH:19]=[C:20]([CH:26]=[CH:27][CH:28]=1)[CH:21]=[CH:22][C:23](O)=O>>[Cl:17][C:18]1[CH:19]=[C:20]([CH:26]=[CH:27][CH:28]=1)/[CH:21]=[CH:22]/[C:23]1[NH:1][C:2]2[C:3](=[O:16])[N:4]([CH2:13][CH2:14][CH3:15])[C:5](=[O:12])[N:6]([CH2:9][CH2:10][CH3:11])[C:7]=2[N:8]=1. Procedure details: Substantially the same procedure as in Reference Example 1 was repeated using 3.95 g (17.5 mmol) of 5,6-diamino-1,3-dipropyluracil and 3.51 g (19.2 mmol) of 3-chlorocinnamic acid. Then, the resultant crude crystals were recrystallized from dimethylformamide/water to give 4.44 g (yield 67%) of Compound 38 as pale yellow crystals. The reactants are ClCCl, Cl, [O-][I+3]([O-])([O-])[O-], CCN(CC)CCNC(=O)c1cc(Cl)c(N)cc1OCCSC, [Na+], [Na+], [OH-], O. The product is CCN(CC)CCNC(=O)c1cc(Cl)c(N)cc1OCCS(C)=O. Reaction SMILES: [CH2:34]([Cl:35])[Cl:36].[ClH:24].[I+3:25]([O-:26])([O-:27])([O-:28])[O-:29].[NH2:1][c:2]1[cH:3][c:4]([O:19][CH2:20][CH2:21][S:22][CH3:23])[c:5]([C:6](=[O:7])[NH:8][CH2:9][CH2:10][N:11]([CH2:12][CH3:13])[CH2:14][CH3:15])[cH:16][c:17]1[Cl:18].[Na+:30].[Na+:32].[OH-:31].[OH2:33]>>[NH2:1][c:2]1[cH:3][c:4]([O:19][CH2:20][CH2:21][S:22]([CH3:23])=[O:26])[c:5]([C:6](=[O:7])[NH:8][CH2:9][CH2:10][N:11]([CH2:12][CH3:13])[CH2:14][CH3:15])[cH:16][c:17]1[Cl:18].